This data is from the Open Reaction Database (ORD), a public repository of structured organic reaction records. The task is: describe an organic reaction: reactants, conditions, products, and yield As a reaction SMILES: [BH3:43].[CH3:1][c:2]1[n:3][c:4]2[n:5]([c:6]([CH3:8])[cH:7]1)[n:9][c:10]([CH:12]=[O:13])[n:11]2.[CH3:40][NH:41][CH3:42].[CH3:44][OH:45].[Cl:14][c:15]1[cH:16][c:17]([CH2:25][CH2:26][C:27]2([CH:35]3[CH2:36][CH2:37][CH2:38][CH2:39]3)[CH2:28][C:29](=[O:34])[CH2:30][C:31](=[O:33])[O:32]2)[cH:18][c:19]([CH2:23][CH3:24])[c:20]1[O:21][CH3:22]>>[CH3:1][c:2]1[n:3][c:4]2[n:5]([c:6]([CH3:8])[cH:7]1)[n:9][c:10]([CH2:12][C:30]1=[C:29]([OH:34])[CH2:28][C:27]([CH2:26][CH2:25][c:17]3[cH:16][c:15]([Cl:14])[c:20]([O:21][CH3:22])[c:19]([CH2:23][CH3:24])[cH:18]3)([CH:35]3[CH2:36][CH2:37][CH2:38][CH2:39]3)[O:32][C:31]1=[O:33])[n:11]2. Product: CCc1cc(CCC2(C3CCCC3)CC(O)=C(Cc3nc4nc(C)cc(C)n4n3)C(=O)O2)cc(Cl)c1OC. The reactants are B, Cc1cc(C)n2nc(C=O)nc2n1, CNC, CO, CCc1cc(CCC2(C3CCCC3)CC(=O)CC(=O)O2)cc(Cl)c1OC. Reactants: CC(=O)O, CCCC[N+](CCCC)(CCCC)CCCC, C1CCOC1, [F-], C[Si](C)(C)C#Cc1cc2nccc(Oc3ccc([N+](=O)[O-])cc3F)c2s1. The product is C#Cc1cc2nccc(Oc3ccc([N+](=O)[O-])cc3F)c2s1. Reaction SMILES: [C:50]([OH:51])(=[O:52])[CH3:53].[CH2:28]([N+:29]([CH2:30][CH2:31][CH2:32][CH3:33])([CH2:34][CH2:35][CH2:36][CH3:37])[CH2:38][CH2:39][CH2:40][CH3:41])[CH2:42][CH2:43][CH3:44].[CH2:45]1[O:46][CH2:47][CH2:48][CH2:49]1.[F-:27].[F:1][c:2]1[c:3]([O:4][c:5]2[c:6]3[c:7]([n:8][cH:9][cH:10]2)[cH:11][c:12]([C:14]#[C:15][Si:16]([CH3:17])([CH3:18])[CH3:19])[s:13]3)[cH:20][cH:21][c:22]([N+:24](=[O:25])[O-:26])[cH:23]1>>[F:1][c:2]1[c:3]([O:4][c:5]2[c:6]3[c:7]([n:8][cH:9][cH:10]2)[cH:11][c:12]([C:14]#[CH:15])[s:13]3)[cH:20][cH:21][c:22]([N+:24](=[O:25])[O-:26])[cH:23]1. Reaction SMILES: [C:1]1([C:8]([O:10]C)=[O:9])([C:4]([O:6]C)=[O:5])[CH2:3][CH2:2]1>O>[C:1]1([C:8]([OH:10])=[O:9])([C:4]([OH:6])=[O:5])[CH2:3][CH2:2]1. Yields the product C1(CC1)(C(=O)O)C(=O)O (Cyclopropane-1,1-dicarboxylic acid). Solvent: O (water). Conditions: time 9.5 hour. The reactants are ion, H+, C1(CC1)(C(=O)OC)C(=O)OC (dimethyl cyclopropane-1,1-dicarboxylate). Procedure: The glass pipe of the above-described apparatus is charged with 600 ml of the ion exchanger LEWATIT® SP 112 (in the H+ form) and closed on both sides by sintered glass disks. The glass flask contains 500 g of dimethyl cyclopropane-1,1-dicarboxylate (MOD, 98.8%, 3.12 mol) and 750 ml of demineralized water. At a reduced pressure of 700 mbar the contents is heated to boiling (89°-92° C.), the liquids being recirculated by pumping from the flask via the ion exchanger column. At a reflux ratio of fro... Starting materials: ClC1=C/C(/C2=CC=CC=C2C1=O)=N\S(=O)(=O)C=1SC=CC1 ((E)-N-(3-chloro-4-oxonaphthalen-1(4H)-ylidene)thiophene-2-sulfonamide), CNC (dimethylamine). Run in C1CCOC1 (THF), C1CCOC1 (THF). Reaction conditions: time 10 minute. Product: CN(C1=CC(C2=CC=CC=C2C1=O)=NS(=O)(=O)C=1SC=CC1)C (N-(3-(dimethylamino)-4-oxonaphthalen-1(4H)-ylidene)thiophene-2-sulfonamide). Yield: 100.0%. Reaction SMILES: Cl[C:2]1[C:11](=[O:12])[C:10]2[C:5](=[CH:6][CH:7]=[CH:8][CH:9]=2)/[C:4](=[N:13]/[S:14]([C:17]2[S:18][CH:19]=[CH:20][CH:21]=2)(=[O:16])=[O:15])/[CH:3]=1.[CH3:22][NH:23][CH3:24]>C1COCC1>[CH3:22][N:23]([CH3:24])[C:2]1[C:11](=[O:12])[C:10]2[C:5](=[CH:6][CH:7]=[CH:8][CH:9]=2)[C:4](=[N:13][S:14]([C:17]2[S:18][CH:19]=[CH:20][CH:21]=2)(=[O:16])=[O:15])[CH:3]=1. Procedure: 33.5 mg (E)-N-(3-chloro-4-oxonaphthalen-1(4H)-ylidene)thiophene-2-sulfonamide was dissolved in 2 ml THF, to which was added 0.4 ml dimethylamine in THF solution (2 M). The wine-red solution was stirred at r.t. for 10 min and concentrated. The residue was suspended in 50 ml ethyl acetate and washed with water and brine. Dried over Na2SO4, the organic phase was filtered and the filtrate was concentrated to dryness affording the title compound 36 mg (100%) as a wine-red solid, m.p.: 183-185° C. The reactants are ClC1=CC=C(CN2C(=CC3=CC(=CC=C23)O)CC(C(=O)OC)(C)C)C=C1 (methyl 3-[1-(4-chlorobenzyl) -5-hydroxyindol-2-yl]-2,2-dimethylpropanoate), BrCC1=CC=C2C(=N1)C=CO2 (5-(Bromomethyl)furo[3,2-b]pyridine), C(=O)([O-])[O-].[Cs+].[Cs+] (Cs2CO3). The solvent is C(C)#N (acetonitrile), NH4OAc. Yields the product ClC1=CC=C(CN2C(=CC3=CC(=CC=C23)OCC2=CC=C3C(=N2)C=CO3)CC(C(=O)OC)(C)C)C=C1 (Methyl 3-[1-(4-Chlorobenzyl)-5-(furo[3,2-b]pyridin-5-ylmethoxy) indol-2-yl]-2,2-dimethylpropanoate). Reaction SMILES: [Cl:1][C:2]1[CH:26]=[CH:25][C:5]([CH2:6][N:7]2[C:15]3[C:10](=[CH:11][C:12]([OH:16])=[CH:13][CH:14]=3)[CH:9]=[C:8]2[CH2:17][C:18]([CH3:24])([CH3:23])[C:19]([O:21][CH3:22])=[O:20])=[CH:4][CH:3]=1.Br[CH2:28][C:29]1[N:34]=[C:33]2[CH:35]=[CH:36][O:37][C:32]2=[CH:31][CH:30]=1.C([O-])([O-])=O.[Cs+].[Cs+]>C(#N)C>[Cl:1][C:2]1[CH:26]=[CH:25][C:5]([CH2:6][N:7]2[C:15]3[C:10](=[CH:11][C:12]([O:16][CH2:28][C:29]4[N:34]=[C:33]5[CH:35]=[CH:36][O:37][C:32]5=[CH:31][CH:30]=4)=[CH:13][CH:14]=3)[CH:9]=[C:8]2[CH2:17][C:18]([CH3:24])([CH3:23])[C:19]([O:21][CH3:22])=[O:20])=[CH:4][CH:3]=1 |f:2.3.4|. Procedure details: A solution of 440 mg(1.18 mmol) of methyl 3-[1-(4-chlorobenzyl) -5-hydroxyindol-2-yl]-2,2-dimethylpropanoate, 5(bromomethyl)furo[3,2-b]pyridine (274 mg (1.3 mmol) from Step 3), and 772 mg (2.4 mmol) of Cs2CO3 in 6 mL of acetonitrile was stirred at r.t. for 18 hr. The reaction was diluted with aqueous NH4OAc 25% w/v (50 mL) and the mixture was extracted with EtOAc. The organic layer was dried over MgSO4 and concentrated. The resulting residue was purified by chromatography on silica gel eluted wi... The reactants are O=[N+]([O-])c1cc(Br)cnc1Br, CO, [H][H]. Product: Nc1cc(Br)cnc1Br. As a reaction SMILES: [Br:1][c:2]1[n:3][cH:4][c:5]([Br:11])[cH:6][c:7]1[N+:8]([O-:9])=[O:10].[CH3:14][OH:15].[H:12][H:13]>>[Br:1][c:2]1[n:3][cH:4][c:5]([Br:11])[cH:6][c:7]1[NH2:8]. Reactants: COC(=O)C=1C=CC=2C(C3=CC=CC=C3OC2C1)=O (9-Oxo-9H-xanthene-3-carboxylic acid methyl ester), COC(=O)C=1C=CC=2C(C3=CC=CC=C3OC2C1)=O (9-Oxo-9H-xanthene-3-carboxylic acid methyl ester), CCO (EtOH). The solvent is [OH-].[Na+] (NaOH). Product: O=C1C2=CC=CC=C2OC=2C=C(C=CC12)C(=O)O (9-Oxo-9H-xanthene-3-carboxylic acid). As a reaction SMILES: C[O:2][C:3]([C:5]1[CH:6]=[CH:7][C:8]2[C:9](=[O:19])[C:10]3[C:15]([O:16][C:17]=2[CH:18]=1)=[CH:14][CH:13]=[CH:12][CH:11]=3)=[O:4].CCO>[OH-].[Na+]>[O:19]=[C:9]1[C:8]2[CH:7]=[CH:6][C:5]([C:3]([OH:4])=[O:2])=[CH:18][C:17]=2[O:16][C:15]2[C:10]1=[CH:11][CH:12]=[CH:13][CH:14]=2 |f:2.3|. Procedure details: A sample of 9-Oxo-9H-xanthene-3-carboxylic acid methyl ester, compound 4a, (16.6 g, 65.3 mmol) was suspended in 250 mL of 3 N NaOH and 250 mL of EtOH and heated to reflux for 1 h. At that time the EtOH was evaporated and the reaction was poured into 6 N HCl over ice and extracted with large volumes of 1:1 THF/diethyl ether. The combined organic phases were washed with brine, dried over magnesium sulfate, filtered and evaporated to provide 13.35 g of Compound 5a (55.6 mmol) after drying in a vacu...